From a dataset of the Open Reaction Database (ORD), a public repository of structured organic reaction records. describe an organic reaction: reactants, conditions, products, and yield Starting materials: C(CCC)C1=CN(C2=CC=CC(=C2C1=O)SC)CC1=CC=C(C=C1)C=1C(=CC=CC1)C(=O)OC (Methyl 4'-[[3-butyl-1,4-dihydro-5-(methylthio)-4-oxo-1-quinolinyl]-methyl](1,1'-biphenyl)-2-carboxylate), [OH-].[Na+] (sodium hydroxide), C(C)O (ethanol), P(=O)(O)([O-])[O-].[Na+].[Na+] (sodium hydrogen phosphate). Run in O (water). Reaction conditions: time 2 hour. Yields the product C(CCC)C1=CN(C2=CC=CC(=C2C1=O)SC)CC1=CC=C(C=C1)C=1C(=CC=CC1)C(=O)O (4'-[(3-butyl-1,4-dihydro-5-(methylthio)-4-oxo-1-quinolinyl)-methyl](1,1'-biphenyl)-2-carboxylic acid). The yield is 34.4%. As a reaction SMILES: [CH2:1]([C:5]1[C:14](=[O:15])[C:13]2[C:8](=[CH:9][CH:10]=[CH:11][C:12]=2[S:16][CH3:17])[N:7]([CH2:18][C:19]2[CH:24]=[CH:23][C:22]([C:25]3[C:26]([C:31]([O:33]C)=[O:32])=[CH:27][CH:28]=[CH:29][CH:30]=3)=[CH:21][CH:20]=2)[CH:6]=1)[CH2:2][CH2:3][CH3:4].[OH-].[Na+].C(O)C.P([O-])([O-])(O)=O.[Na+].[Na+]>O>[CH2:1]([C:5]1[C:14](=[O:15])[C:13]2[C:8](=[CH:9][CH:10]=[CH:11][C:12]=2[S:16][CH3:17])[N:7]([CH2:18][C:19]2[CH:20]=[CH:21][C:22]([C:25]3[C:26]([C:31]([OH:33])=[O:32])=[CH:27][CH:28]=[CH:29][CH:30]=3)=[CH:23][CH:24]=2)[CH:6]=1)[CH2:2][CH2:3][CH3:4] |f:1.2,4.5.6|. Reported procedure: A mixture of 270 mg of the product of Example 7, 5 ml of a 5N sodium hydroxide solution and 5 ml of ethanol was stirred for 2 hours at reflux and the mixture was poured into water and acidified with sodium hydrogen phosphate. Extraction was carried out with ethyl acetate and the extracts were washed with water, dried and evaporated to dryness. The residue was chromatographed on silica (eluant: methylene chloride-methanol (9-1)) and the product was impasted in a mixture of 5 ml of ethyl acetate a... Starting materials: ClC1=NC=CC(=N1)C(=O)Cl (2-chloropyrimidine-4-carboxylic acid chloride), C(CCC)O (butanol), C(=O)(O)[O-].[Na+] (NaHCO3). Yields the product C(CCC)OC(=O)C1=NC(=NC=C1)Cl (2-chloropyrimidine-4-carboxylic Acid Butyl Ester). The yield is 85.0%. As a reaction SMILES: [Cl:1][C:2]1[N:7]=[C:6]([C:8](Cl)=[O:9])[CH:5]=[CH:4][N:3]=1.C([O-])(O)=O.[Na+].[CH2:16]([OH:20])[CH2:17][CH2:18][CH3:19]>>[CH2:16]([O:20][C:8]([C:6]1[CH:5]=[CH:4][N:3]=[C:2]([Cl:1])[N:7]=1)=[O:9])[CH2:17][CH2:18][CH3:19] |f:1.2|. Procedure: A solution of 0.52 g (2.93 mmol) of 2-chloropyrimidine-4-carboxylic acid chloride in 10 ml of butanol was stirred for 1.5 hours at room temperature. Then the reaction solution was poured on 80 ml of NaHCO3 solution and extracted three times with 60 ml of ethyl acetate each. The combined organic phase was washed with 60 ml of saturated NaCl solution, dried on Na2SO4 and concentrated by evaporation on a rotary evaporator. After drying of the product on a high vacuum, 0.53 g of product was obtained...